From a dataset of the Open Reaction Database (ORD), a public repository of structured organic reaction records. describe an organic reaction: reactants, conditions, products, and yield Reactants: C(C)(=O)OCC (ethyl acetate), CC1=C(C(=O)OC)C=CC=N1 (methyl 2-methylnicotinate), [H-].[Al+3].[Li+].[H-].[H-].[H-] (lithium aluminum hydride). The solvent is C1CCOC1 (THF), C1CCOC1 (THF). Reaction conditions: temperature 0 celsius, time 1.5 hour. Yields the product CC1=C(C=O)C=CC=N1 (2-methylnicotinaldehyde). Yield: 75.8%. As a reaction SMILES: [CH3:1][C:2]1[N:11]=[CH:10][CH:9]=[CH:8][C:3]=1[C:4](OC)=[O:5].[H-].[Al+3].[Li+].[H-].[H-].[H-].C(OCC)(=O)C>C1COCC1>[CH3:1][C:2]1[N:11]=[CH:10][CH:9]=[CH:8][C:3]=1[CH:4]=[O:5] |f:1.2.3.4.5.6|. Procedure: A solution of methyl 2-methylnicotinate (0.5 g, 3.3 mmol) in THF (16 mL) at 0° C. was treated dropwise with lithium aluminum hydride in THF (6.6 mL, 1 M), stirred at 0° C. for 1.5 hours, treated with ethyl acetate (3 mL), warmed to 25° C., and partitioned between ethyl acetate and saturated NaHCO3. The organic phase was washed with brine, dried over MgSO4, filtered and concentrated. A solution of the residue (0.391 g) in dichloromethane (16 mL) was treated with MnO2 (2 g), stirred at 25° C. for ... Reactants: C([O-])([O-])=O.[Na+].[Na+] (sodium carbonate), ClC=1C=C2C(=CNC2=CC1)CCNC(C1=CC(=CC=C1)I)=O (N-(2-(5-chloro-1H-indol-3-yl)ethyl)-3-iodobenzamide), ClC1=C(C=CC=C1)B(O)O (2-chlorophenylboronic acid). The reagents and catalysts are C=1C=CC(=CC1)[P](C=2C=CC=CC2)(C=3C=CC=CC3)[Pd]([P](C=4C=CC=CC4)(C=5C=CC=CC5)C=6C=CC=CC6)([P](C=7C=CC=CC7)(C=8C=CC=CC8)C=9C=CC=CC9)[P](C=1C=CC=CC1)(C=1C=CC=CC1)C=1C=CC=CC1 (tetrakis(triphenylphosphine)palladium). Solvent: C(OC)COC (dimethoxyethane), O (water). Product: eluent, ClC1=C(C=CC=C1)C1=CC(=CC=C1)C(=O)NCCC1=CNC2=CC=C(C=C12)Cl (2′-chloro-N-(2-(5-chloro-1H-indol-3-yl)ethyl)biphenyl-3-carboxamide). Isolated yield 70.8%. Reaction SMILES: [Cl:1][C:2]1[CH:3]=[C:4]2[C:8](=[CH:9][CH:10]=1)[NH:7][CH:6]=[C:5]2[CH2:11][CH2:12][NH:13][C:14](=[O:22])[C:15]1[CH:20]=[CH:19][CH:18]=[C:17](I)[CH:16]=1.[Cl:23][C:24]1[CH:29]=[CH:28][CH:27]=[CH:26][C:25]=1B(O)O.C(=O)([O-])[O-].[Na+].[Na+]>C(COC)OC.O.C1C=CC([P]([Pd]([P](C2C=CC=CC=2)(C2C=CC=CC=2)C2C=CC=CC=2)([P](C2C=CC=CC=2)(C2C=CC=CC=2)C2C=CC=CC=2)[P](C2C=CC=CC=2)(C2C=CC=CC=2)C2C=CC=CC=2)(C2C=CC=CC=2)C2C=CC=CC=2)=CC=1>[Cl:23][C:24]1[CH:29]=[CH:28][CH:27]=[CH:26][C:25]=1[C:17]1[CH:18]=[CH:19][CH:20]=[C:15]([C:14]([NH:13][CH2:12][CH2:11][C:5]2[C:4]3[C:8](=[CH:9][CH:10]=[C:2]([Cl:1])[CH:3]=3)[NH:7][CH:6]=2)=[O:22])[CH:16]=1 |f:2.3.4,^1:49,51,70,89|. Procedure details: 2′-chloro-N-(2-(5-chloro-1H-indol-3-yl)ethyl)biphenyl-3-carboxamide was prepared according to method B with N-(2-(5-chloro-1H-indol-3-yl)ethyl)-3-iodobenzamide (0.075 g; 0.176 mmol), 2-chlorophenylboronic acid (0.029 g; 0.180 mmol), tetrakis(triphenylphosphine)palladium (0.010 g; 0.009 mmol), sodium carbonate (0.037 g; 0.353 mmol), in dimethoxyethane (3 mL) and water (1 mL), irradiated in a microwave oven at 130° C. for 15 minutes. Flash chromatography on silica gel (eluent 10 to 80% ethyl aceta... Starting materials: C(CCC(=O)O)(=O)O.ClC1=CC=C(OCCCONC(=N)NC(=N)NC(C)C)C=C1.ClC1=CC=C(OCCCONC(=N)NC(=N)NC(C)C)C=C1 (1-[3-(4-Chlorophenoxy)propyloxy]-5-isopropylbiguanide hemisuccinate), 1-[, ClC1=CC=C(OCCCONC(=N)NC(=N)NC(C)C)C=C1 (3(4-Chlorophenoxy)propyloxy-5-isopropylbiguanide), 0.594, C(CCC(=O)O)(=O)O (succinic acid), O (water). Solvent: C(C)O (ethanol). Product: Cl.Cl.ClC1=CC=C(OCCCONC(=N)NC(=N)NC(C)C)C=C1 (1-[3-(4-Chlorophenoxy)propyloxy]-5-isopropylbiguanide Dihydrochloride). The yield is 94.3%. As a reaction SMILES: C(O)(=O)CCC(O)=O.[Cl:9]C1C=CC(OCCCONC(NC(NC(C)C)=N)=N)=CC=1.[Cl:31]C1C=CC(OCCCONC(NC(NC(C)C)=N)=N)=CC=1.[Cl:53][C:54]1[CH:74]=[CH:73][C:57]([O:58][CH2:59][CH2:60][CH2:61][O:62][NH:63][C:64]([NH:66][C:67]([NH:69][CH:70]([CH3:72])[CH3:71])=[NH:68])=[NH:65])=[CH:56][CH:55]=1.C(O)(=O)CCC(O)=O.O>C(O)C>[ClH:9].[ClH:31].[Cl:53][C:54]1[CH:55]=[CH:56][C:57]([O:58][CH2:59][CH2:60][CH2:61][O:62][NH:63][C:64]([NH:66][C:67]([NH:69][CH:70]([CH3:71])[CH3:72])=[NH:68])=[NH:65])=[CH:73][CH:74]=1 |f:0.1.2,7.8.9|. Reported procedure: 1-[3-(4-Chlorophenoxy)propyloxy]-5-isopropylbiguanide hemisuccinate A mixture of 3.278 g (10 mmoles) of 1-[3(4-Chlorophenoxy)propyloxy-5-isopropylbiguanide and 0.594 (5.0 mmoles) of succinic acid were dissolved in 7 mL of hot ethanol and 11 mL of water was added dropwise with heating. The solution was allowed to cool to room temperature. The precipitate was collected, washed with 4 mL of ice-cold 50% ethanol and dried at 105° C. for 2 hours to yield 3.65 g (94.3%) of product mp 149-5-150° C. 1H-...